Dataset: the Open Reaction Database (ORD), a public repository of structured organic reaction records. Task: describe an organic reaction: reactants, conditions, products, and yield The reactants are IC (iodomethane), ClC1=CC(=C(C=C1)C(C)=O)O (4'-chloro-2'-hydroxyacetophenone), [H-].[Na+] (sodium hydride), C([O-])([O-])=O.[K+].[K+] (Potassium carbonate). Run in CN(C)C=O (DMF), CN(C)C=O (DMF), CN(C)C=O (DMF). Run at temperature 0 celsius, time 15 minute. Yields the product ClC1=CC(=C(C=C1)C(C)=O)OC (4'-chloro-2'-methoxyacetophenone). Reaction SMILES: [Cl:1][C:2]1[CH:7]=[CH:6][C:5]([C:8](=[O:10])[CH3:9])=[C:4]([OH:11])[CH:3]=1.[H-].[Na+].IC.[C:16](=O)([O-])[O-].[K+].[K+]>CN(C=O)C>[Cl:1][C:2]1[CH:7]=[CH:6][C:5]([C:8](=[O:10])[CH3:9])=[C:4]([O:11][CH3:16])[CH:3]=1 |f:1.2,4.5.6|. Procedure: A solution of 4'-chloro-2'-hydroxyacetophenone (1.0 g) in dry DMF (5 ml) was added to a stirred mixture of sodium hydride (0.235 g, 60% dispersion) in dry DMF (5 ml) at 5° C. under nitrogen. After the addition the mixture was stirred at 0° C. for 15 minutes and then at ambient temperature for 1 hour. A solution of iodomethane (0.92 g) in dry DMF (5 ml) was added dropwise to the mixture whilst keeping the temperature below 10° C. The reaction mixture was stirred at ambient temperature for 5 hours... As a reaction SMILES: [CH3:14][OH:15].[Cl:11][O-:12].[Cl:1][c:2]1[cH:3][c:4]([C:7]([F:8])([F:9])[F:10])[n:5][nH:6]1.[Na+:13]>>[Cl:1][c:2]1[c:3]([Cl:11])[c:4]([C:7]([F:8])([F:9])[F:10])[n:5][nH:6]1. Reactants: CO, [O-]Cl, FC(F)(F)c1cc(Cl)[nH]n1, [Na+]. The product is FC(F)(F)c1n[nH]c(Cl)c1Cl. Starting materials: ClC1=C(C=C(C=C1)S(=O)(=O)Cl)C(F)(F)F (4-chloro-3-trifluoromethyl-benzenesulfonyl chloride), BrC1=NC=C(C=C1N)Cl (2-bromo-5-chloro-pyridin-3-ylamine). Solvent: N1=CC=CC=C1 (pyridine). Conditions: temperature 60 celsius. Yields the product BrC1=NC=C(C=C1NS(=O)(=O)C1=CC(=C(C=C1)Cl)C(F)(F)F)Cl (N-(2-Bromo-5-chloro-pyridin-3-yl)-4-chloro-3-trifluoromethyl-benzenesulfonamide). As a reaction SMILES: [Cl:1][C:2]1[CH:7]=[CH:6][C:5]([S:8](Cl)(=[O:10])=[O:9])=[CH:4][C:3]=1[C:12]([F:15])([F:14])[F:13].[Br:16][C:17]1[C:22]([NH2:23])=[CH:21][C:20]([Cl:24])=[CH:19][N:18]=1>N1C=CC=CC=1>[Br:16][C:17]1[C:22]([NH:23][S:8]([C:5]2[CH:6]=[CH:7][C:2]([Cl:1])=[C:3]([C:12]([F:15])([F:14])[F:13])[CH:4]=2)(=[O:10])=[O:9])=[CH:21][C:20]([Cl:24])=[CH:19][N:18]=1. Reported procedure: A mixture of 4-chloro-3-trifluoromethyl-benzenesulfonyl chloride (1.5 g, 5.3 mmol) and 2-bromo-5-chloro-pyridin-3-ylamine (500 mg, 2.4 mmol) dissolved in pyridine (20 mL) was heated at 60° C. for 16 h. The solvent was evaporated and the residue suspended in a 1:1 mixture of 2 M NaOH and methanol (20 mL) and heated at 70° C. for 30 min. The methanol was evaporated under reduced pressure and the residue diluted with 15 mL water. The solution was cooled on ice bath and the pH was adjusted to 3 by d... Reactants: BrC1=CC=C(C=C1)C(CC(=O)C=1C=CC(NC1)=O)C1CCCCC1 (5-[3-(4-bromo-phenyl)-3-cyclohexyl-propionyl]-1H-pyridin-2-one), IC (iodomethane), C([O-])([O-])=O.[K+].[K+] (potassium carbonate). Product: BrC1=CC=C(C=C1)C(CC(=O)C=1C=CC(N(C1)C)=O)C1CCCCC1 (5-[3-(4-Bromo-phenyl)-3-cyclohexyl-propionyl]-1-methyl-1H-pyridin-2-one). As a reaction SMILES: [Br:1][C:2]1[CH:7]=[CH:6][C:5]([CH:8]([CH:19]2[CH2:24][CH2:23][CH2:22][CH2:21][CH2:20]2)[CH2:9][C:10]([C:12]2[CH:13]=[CH:14][C:15](=[O:18])[NH:16][CH:17]=2)=[O:11])=[CH:4][CH:3]=1.IC.[C:27](=O)([O-])[O-].[K+].[K+]>>[Br:1][C:2]1[CH:3]=[CH:4][C:5]([CH:8]([CH:19]2[CH2:24][CH2:23][CH2:22][CH2:21][CH2:20]2)[CH2:9][C:10]([C:12]2[CH:13]=[CH:14][C:15](=[O:18])[N:16]([CH3:27])[CH:17]=2)=[O:11])=[CH:6][CH:7]=1 |f:2.3.4|. Reported procedure: In analogy to example 161, step 1, 5-[3-(4-bromo-phenyl)-3-cyclohexyl-propionyl]-1H-pyridin-2-one was reacted with iodomethane in the presence of potassium carbonate to give the title compound as a light pink solid, MS (ESI+): m/z=402.2 [M+H]+. Starting materials: CS(=O)(=O)C1=CC=C(C=C1)NCC=1C=C(C=CC1)C=1C=C(C=C2C=CC=NC12)C(C#N)(C)C (2-(8-{3-[(4-Methanesulfonyl-phenylamino)-methyl]-phenyl}-quinolin-6-yl)-2-methyl-propionitrile), CC1=CC(=NO1)C(=O)Cl (5-methyl-isoxazole-3-carbonyl chloride). Procedure: A mixture of the amine from Step 1 (1.0 eq) and 5-methyl-isoxazole-3-carbonyl chloride (1.8 eq) in pyridine (0.35M) was stirred for 12 h, poured in saturated aqueous NaHCO3 and extracted with EtOAc (2×). The combined organic extracts were washed with brine, dried over MgSO4, filtered and concentrated. Flash chromatography (Hex:EtOAc; 3:2) afforded the desired compound as a foam. Reaction SMILES: [CH3:1][S:2]([C:5]1[CH:10]=[CH:9][C:8]([NH:11][CH2:12][C:13]2[CH:14]=[C:15]([C:19]3[CH:20]=[C:21]([C:29]([CH3:33])([CH3:32])[C:30]#[N:31])[CH:22]=[C:23]4[C:28]=3[N:27]=[CH:26][CH:25]=[CH:24]4)[CH:16]=[CH:17][CH:18]=2)=[CH:7][CH:6]=1)(=O)=O.[CH3:34][C:35]1[O:39][N:38]=[C:37]([C:40](Cl)=[O:41])[CH:36]=1>N1C=CC=CC=1.C([O-])(O)=O.[Na+]>[C:30]([C:29]([CH3:33])([CH3:32])[C:21]1[CH:22]=[C:23]2[C:28](=[C:19]([C:15]3[CH:14]=[C:13]([CH:18]=[CH:17][CH:16]=3)[CH2:12][N:11]([C:8]3[CH:9]=[CH:10][C:5]([S:2][CH3:1])=[CH:6][CH:7]=3)[C:40]([C:37]3[CH:36]=[C:35]([CH3:34])[O:39][N:38]=3)=[O:41])[CH:20]=1)[N:27]=[CH:26][CH:25]=[CH:24]2)#[N:31] |f:3.4|. The product is C(#N)C(C=1C=C2C=CC=NC2=C(C1)C=1C=C(CN(C(=O)C2=NOC(=C2)C)C2=CC=C(C=C2)SC)C=CC1)(C)C (5-Methyl-isoxazole-3-carboxylic acid {3-[6-(cyano-dimethyl-methyl)-quinolin-8-yl]-benzyl}-(4-methylsulfanyl-phenyl)-amide). Conditions: time 12 hour. The solvent is N1=CC=CC=C1 (pyridine), C(=O)(O)[O-].[Na+] (NaHCO3).